From a dataset of the Open Reaction Database (ORD), a public repository of structured organic reaction records. describe an organic reaction: reactants, conditions, products, and yield Starting materials: CCN(CC)C(=O)CBr, Cc1ccc(N)cc1, CC(C)c1ccc(S(=O)(=O)Cl)nc1. Yields the product Cc1ccc(NS(=O)(=O)c2ccc(C(C)C)cn2)cc1. As a reaction SMILES: [Br:1][CH2:2][C:3]([N:4]([CH2:5][CH3:6])[CH2:7][CH3:8])=[O:9].[CH3:10][c:11]1[cH:12][cH:13][c:14]([NH2:15])[cH:16][cH:17]1.[CH:18]([CH3:19])([CH3:20])[c:21]1[cH:22][cH:23][c:24]([S:27](=[O:28])(=[O:29])[Cl:30])[n:25][cH:26]1>>[CH3:10][c:11]1[cH:12][cH:13][c:14]([NH:15][S:27]([c:24]2[cH:23][cH:22][c:21]([CH:18]([CH3:19])[CH3:20])[cH:26][n:25]2)(=[O:28])=[O:29])[cH:16][cH:17]1. Reactants: CS(=O)(=O)c1ccc(-c2nccs2)c(C(=O)O)c1, N#Cc1ccc(N2CCNCC2)cc1F. Product: CS(=O)(=O)c1ccc(-c2nccs2)c(C(=O)N2CCN(c3ccc(C#N)c(F)c3)CC2)c1. RXN SMILES: [CH3:16][S:17](=[O:18])(=[O:19])[c:20]1[cH:21][cH:22][c:23](-[c:29]2[s:30][cH:31][cH:32][n:33]2)[c:24]([C:25](=[O:26])[OH:27])[cH:28]1.[F:1][c:2]1[c:3]([C:4]#[N:5])[cH:6][cH:7][c:8]([N:10]2[CH2:11][CH2:12][NH:13][CH2:14][CH2:15]2)[cH:9]1>>[F:1][c:2]1[c:3]([C:4]#[N:5])[cH:6][cH:7][c:8]([N:10]2[CH2:11][CH2:12][N:13]([C:25]([c:24]3[c:23](-[c:29]4[s:30][cH:31][cH:32][n:33]4)[cH:22][cH:21][c:20]([S:17]([CH3:16])(=[O:18])=[O:19])[cH:28]3)=[O:26])[CH2:14][CH2:15]2)[cH:9]1.